From a dataset of the Open Reaction Database (ORD), a public repository of structured organic reaction records. describe an organic reaction: reactants, conditions, products, and yield Starting materials: C(#N)C1CN(C1)C([C@@H](C1CC1)NC(=O)C1=CN(C2=NC=C(N=C21)Br)COCC[Si](C)(C)C)=O (2-bromo-5-(2-trimethylsilanyl-ethoxymethyl)-5H-pyrrolo[2,3-b]pyrazine-7-carboxylic acid [(R)-2-(3-cyano-azetidin-1-yl)-1-cyclopropyl-2-oxo-ethyl]-amide), C(=O)(C(F)(F)F)O (TFA). Solvent: ClCCl (dichloromethane). Reaction conditions: time 3 hour. Yields the product C(#N)C1CN(C1)C([C@@H](C1CC1)NC(=O)C1=CNC2=NC=C(N=C21)Br)=O (2-bromo-5H-pyrrolo[2,3-b]pyrazine-7-carboxylic acid [(R)-2-(3-cyano-azetidin-1-yl)-1-cyclopropyl-2-oxo-ethyl]-amide). As a reaction SMILES: [C:1]([CH:3]1[CH2:6][N:5]([C:7](=[O:33])[C@H:8]([NH:12][C:13]([C:15]2[C:23]3[C:18](=[N:19][CH:20]=[C:21]([Br:24])[N:22]=3)[N:17](COCC[Si](C)(C)C)[CH:16]=2)=[O:14])[CH:9]2[CH2:11][CH2:10]2)[CH2:4]1)#[N:2].C(O)(C(F)(F)F)=O>ClCCl>[C:1]([CH:3]1[CH2:6][N:5]([C:7](=[O:33])[C@H:8]([NH:12][C:13]([C:15]2[C:23]3[C:18](=[N:19][CH:20]=[C:21]([Br:24])[N:22]=3)[NH:17][CH:16]=2)=[O:14])[CH:9]2[CH2:11][CH2:10]2)[CH2:4]1)#[N:2]. Reported procedure: A solution of 2-bromo-5-(2-trimethylsilanyl-ethoxymethyl)-5H-pyrrolo[2,3-b]pyrazine-7-carboxylic acid [(R)-2-(3-cyano-azetidin-1-yl)-1-cyclopropyl-2-oxo-ethyl]-amide (0.104 g, 0.195 mmol, contains some 2-chloro impurity), 1 mL of dichloromethane and 1 mL of TFA was stirred for 3 h, then concentrated to a pale yellow oil. The oil was dissolved in 0.5 mL of dichloromethane and 0.5 mL of ethylene diamine, and the yellow solution was stirred for 1.25 h, then partitioned between 5 mL of water and 10 ...